This data is from the Open Reaction Database (ORD), a public repository of structured organic reaction records. The task is: describe an organic reaction: reactants, conditions, products, and yield The reactants are C(C)OC(CC(=O)C=CC1=CC(=CC=C1)[N+](=O)[O-])=O (3-nitrobenzylideneacetoacetic acid ethyl ester), C(C)(C)O (isopropanol), C(C)O (ethanol), C(C)(=O)C=C1NCCC1 (2-acetylmethylidenepyrrolidine). Yields the product C(C)OC(=O)C1=C(N2CCCC2=C(C1C1=CC(=CC=C1)[N+](=O)[O-])C(C)=O)C (5-methyl-7-(3-nitrophenyl)-8-acetyl-1,2,3,7-tetrahydroindolizine-6-carboxylic acid ethyl ester). Isolated yield 72.0%. RXN SMILES: C(OC(=O)C[C:6]([CH:8]=[CH:9][C:10]1[CH:15]=[CH:14][CH:13]=[C:12]([N+:16]([O-:18])=[O:17])[CH:11]=1)=[O:7])C.[C:20]([CH:23]=[C:24]1[CH2:28][CH2:27][CH2:26][NH:25]1)(=[O:22])[CH3:21].[CH:29]([OH:32])(C)[CH3:30].[CH2:33](O)[CH3:34]>>[CH2:29]([O:32][C:6]([C:8]1[CH:9]([C:10]2[CH:15]=[CH:14][CH:13]=[C:12]([N+:16]([O-:18])=[O:17])[CH:11]=2)[C:23]([C:20](=[O:22])[CH3:21])=[C:24]2[N:25]([CH2:26][CH2:27][CH2:28]2)[C:33]=1[CH3:34])=[O:7])[CH3:30]. Reported procedure: Boiling a solution of 8.8 g of 3-nitrobenzylideneacetoacetic acid ethyl ester and 4.6 g of 2-acetylmethylidenepyrrolidine in 50 ml of ethanol for 6 hours yields 5-methyl-7-(3-nitrophenyl)-8-acetyl-1,2,3,7-tetrahydroindolizine-6-carboxylic acid ethyl ester of melting point 161° (isopropanol). The reactants are COc1ccnc(CCl)c1, CCO, Cl, Sc1nc2cscc2[nH]1. The product is Cl, Cl, COc1ccnc(CSc2nc3cscc3[nH]2)c1. As a reaction SMILES: [CH3:11][O:12][c:13]1[cH:14][c:15]([CH2:19][Cl:20])[n:16][cH:17][cH:18]1.[CH3:21][CH2:22][OH:23].[ClH:10].[SH:1][c:2]1[nH:3][c:4]2[c:5]([n:6]1)[cH:7][s:8][cH:9]2>>[ClH:10].[ClH:20].[S:1]([c:2]1[n:3][c:4]2[c:5]([nH:6]1)[cH:7][s:8][cH:9]2)[CH2:19][c:15]1[cH:14][c:13]([O:12][CH3:11])[cH:18][cH:17][n:16]1.